This data is from the Open Reaction Database (ORD), a public repository of structured organic reaction records. The task is: describe an organic reaction: reactants, conditions, products, and yield Starting materials: C(C)(C)(C)C1=CC=C(C=C1)S(=O)(=O)NC1=NC(=NC(=C1OC1=C(C=CC(=C1)OC)Cl)CO)N1CCOCC1 (4-tert-butyl-N-[5-(2-chloro-5-methoxy-phenoxy)-6-hydroxymethyl-2-(morpholin-4-yl)-pyrimidin-4-yl]benzenesulphonamide), P(Cl)(Cl)(Cl)(Cl)Cl (PCl5). The solvent is O=P(Cl)(Cl)Cl (POCl3). The product is C(C)(C)(C)C1=CC=C(C=C1)S(=O)(=O)NC1=NC(=NC(=C1OC1=C(C=CC(=C1)OC)Cl)CCl)N1CCOCC1 (4-tert-butyl-N-[5-(2-chloro-5-methoxy-phenoxy)-6-chloromethyl-2-(morpholin-4-yl)-pyrimidin-4-yl]-benzenesulphonamide). Isolated yield 63.8%. Reaction SMILES: [C:1]([C:5]1[CH:10]=[CH:9][C:8]([S:11]([NH:14][C:15]2[C:20]([O:21][C:22]3[CH:27]=[C:26]([O:28][CH3:29])[CH:25]=[CH:24][C:23]=3[Cl:30])=[C:19]([CH2:31]O)[N:18]=[C:17]([N:33]3[CH2:38][CH2:37][O:36][CH2:35][CH2:34]3)[N:16]=2)(=[O:13])=[O:12])=[CH:7][CH:6]=1)([CH3:4])([CH3:3])[CH3:2].P(Cl)(Cl)(Cl)(Cl)[Cl:40]>O=P(Cl)(Cl)Cl>[C:1]([C:5]1[CH:6]=[CH:7][C:8]([S:11]([NH:14][C:15]2[C:20]([O:21][C:22]3[CH:27]=[C:26]([O:28][CH3:29])[CH:25]=[CH:24][C:23]=3[Cl:30])=[C:19]([CH2:31][Cl:40])[N:18]=[C:17]([N:33]3[CH2:34][CH2:35][O:36][CH2:37][CH2:38]3)[N:16]=2)(=[O:12])=[O:13])=[CH:9][CH:10]=1)([CH3:2])([CH3:4])[CH3:3]. Procedure: 4.57 g of 4-tert-butyl-N-[5-(2-chloro-5-methoxy-phenoxy)-6-hydroxymethyl-2-(morpholin-4-yl)-pyrimidin-4-yl]benzenesulphonamide in 50 ml of POCl3 were stirred with 2.03 g of PCl5 at 20° C. for 2 hours. Thereafter, the POCl3 was distilled off and the residue was partitioned between ethyl acetate and aqueous 1N NaOH. The organic phase was washed with water, dried and the solvent was evaporated. The residue was chromatographed over silica gel with dichloromethane and chloroform, thereafter recrystal... Reactants: C1CCOC1, CO, COC(=O)c1ccc2c(C3CCCCC3)c3n(c2c1)CC(C(=O)OC)Oc1ccccc1-3, Cl, [Li+], [OH-], O. The product is COC(=O)c1ccc2c(C3CCCCC3)c3n(c2c1)CC(C(=O)O)Oc1ccccc1-3. Reaction SMILES: [CH2:34]1[O:35][CH2:36][CH2:37][CH2:38]1.[CH3:39][OH:40].[CH:1]1([c:7]2[c:8]3[cH:9][cH:10][c:11]([C:29](=[O:30])[O:31][CH3:32])[cH:12][c:13]3[n:14]3[c:20]2-[c:19]2[c:18]([cH:24][cH:23][cH:22][cH:21]2)[O:17][CH:16]([C:25](=[O:26])[O:27][CH3:28])[CH2:15]3)[CH2:2][CH2:3][CH2:4][CH2:5][CH2:6]1.[ClH:33].[Li+:43].[OH-:42].[OH2:41]>>[CH:1]1([c:7]2[c:8]3[cH:9][cH:10][c:11]([C:29](=[O:30])[O:31][CH3:32])[cH:12][c:13]3[n:14]3[c:20]2-[c:19]2[c:18]([cH:24][cH:23][cH:22][cH:21]2)[O:17][CH:16]([C:25](=[O:26])[OH:27])[CH2:15]3)[CH2:2][CH2:3][CH2:4][CH2:5][CH2:6]1. Reactants: C(C)(=O)Cl (acetyl chloride), COCC[C@H]1CN(CCN1)C1=NC2=C(NC=3SC4=C(C13)C=CC=C4)C=CC(=C2)C(F)(F)F ((S)-5-[3-(2-methoxy-ethyl)-piperazin-1-yl]-8-trifluoromethyl-11H-12-thia-6,11-diaza-dibenzo[a,f]azulene). The solvent is C(C)O (ethanol), C(C)O (ethanol). Yields the product Cl.Cl.COCC[C@H]1CN(CCN1)C1=NC2=C(NC=3SC4=C(C13)C=CC=C4)C=CC(=C2)C(F)(F)F ((S)-5-[3-(2-Methoxy-ethyl)-piperazin-1-yl]-8-trifluoromethyl-11H-12-thia-6,11-diaza-dibenzo[a,f]azulene dihydrochloride). Yield: 81.0%. RXN SMILES: C([Cl:4])(=O)C.[CH3:5][O:6][CH2:7][CH2:8][C@@H:9]1[NH:14][CH2:13][CH2:12][N:11]([C:15]2[C:24]3[C:23]4[CH:25]=[CH:26][CH:27]=[CH:28][C:22]=4[S:21][C:20]=3[NH:19][C:18]3[CH:29]=[CH:30][C:31]([C:33]([F:36])([F:35])[F:34])=[CH:32][C:17]=3[N:16]=2)[CH2:10]1>C(O)C>[ClH:4].[ClH:4].[CH3:5][O:6][CH2:7][CH2:8][C@@H:9]1[NH:14][CH2:13][CH2:12][N:11]([C:15]2[C:24]3[C:23]4[CH:25]=[CH:26][CH:27]=[CH:28][C:22]=4[S:21][C:20]=3[NH:19][C:18]3[CH:29]=[CH:30][C:31]([C:33]([F:35])([F:36])[F:34])=[CH:32][C:17]=3[N:16]=2)[CH2:10]1 |f:3.4.5|. Procedure details: Add a solution of acetyl chloride (0.078 mL, 1.1 mmol) in absolute ethanol to a solution of (S)-5-[3-(2-methoxy-ethyl)-piperazin-1-yl]-8-trifluoromethyl-11H-12-thia-6,11-diaza-dibenzo[a,f]azulene (0.10 g, 0.22 mmol) in absolute ethanol and isolate the precipitated solid by suction filtration. Dry the solid under reduced pressure to give the title compound (0.095 g). Exact mass spectrum (ES+, m/e, C23H23F3N4OS.2HCl): calc. 461.1623 (M+1-2HCl), found 461.1613. Yields the product O=C(NCCc1c[nH]c2ccc(Cl)cc12)C1=NC(c2ccccc2)CO1. Reaction SMILES: [CH2:28]1[O:29][CH2:30][CH2:31][CH2:32]1.[Cl:1][c:2]1[cH:3][c:4]2[c:5]([CH2:11][CH2:12][NH:13][C:14]([C:15](=[O:16])[NH:17][CH:18]([CH2:19][OH:20])[c:21]3[cH:22][cH:23][cH:24][cH:25][cH:26]3)=[O:27])[cH:6][nH:7][c:8]2[cH:9][cH:10]1>>[Cl:1][c:2]1[cH:3][c:4]2[c:5]([CH2:11][CH2:12][NH:13][C:14]([C:15]3=[N:17][CH:18]([c:21]4[cH:22][cH:23][cH:24][cH:25][cH:26]4)[CH2:19][O:20]3)=[O:27])[cH:6][nH:7][c:8]2[cH:9][cH:10]1. Reactants: C1CCOC1, O=C(NCCc1c[nH]c2ccc(Cl)cc12)C(=O)NC(CO)c1ccccc1. The reactants are C(C(C)(C)C)=O (Pivalaldehyde), ClC1=CC=C(N)C=C1 (4-chloroaniline), [BH4-].[Na+] (sodium borohydride). Solvent: O (water), C(C)(=O)O (acetic acid). Reaction conditions: temperature 0 celsius, time 1.5 hour. The product is ClC1=CC=C(C=C1)NCC(C)(C)C ((4-Chloro-phenyl)-(neopentyl)-amine). Isolated yield 101.2%. As a reaction SMILES: [CH:1](=O)[C:2]([CH3:5])([CH3:4])[CH3:3].[Cl:7][C:8]1[CH:14]=[CH:13][C:11]([NH2:12])=[CH:10][CH:9]=1.[BH4-].[Na+]>C(O)(=O)C.O>[Cl:7][C:8]1[CH:14]=[CH:13][C:11]([NH:12][CH2:1][C:2]([CH3:5])([CH3:4])[CH3:3])=[CH:10][CH:9]=1 |f:2.3|. Procedure: Pivalaldehyde (20.4 g, 236 mmol, 25.6 mL) was added to a solution of 4-chloroaniline (30.2 g, 236 mmol) in concentrated acetic acid (475 mL) at ambient temperature. After 1.5 hour, the reaction mixture was cooled to 0° C. and sodium borohydride (11.7 g, 307 mmol) was added portionwise over 15 minutes After stirring for 1 hour, the resulting mixture was diluted with water and extracted with ethyl acetate (3×). The combined organics were washed successively with water (3×), aqueous 2N sodium hydro...